Task: describe an organic reaction: reactants, conditions, products, and yield. Dataset: the Open Reaction Database (ORD), a public repository of structured organic reaction records Reactants: CC1=CC=C(C=O)O1 (5-methylfurfural), C(C#C)Br (propargyl bromide), C(C)(C)OC(C)C (isopropyl ether), resultant mixture, [Mg] (magnesium), resultant mixture. The reagents and catalysts are C(C#C)Br (Propargyl bromide), [Cl-].[Zn+2].[Cl-] (zinc chloride). Run in O1CCCC1 (tetrahydrofuran), O1CCCC1 (tetrahydrofuran). Conditions: temperature 10 celsius. Yields the product OC(CC#C)C=1OC(=CC1)C (2-(1-hydroxy-3-butynyl)-5-methylfuran). Isolated yield 80.6%. RXN SMILES: [Mg].[CH3:2][C:3]1[O:9][C:6]([CH:7]=[O:8])=[CH:5][CH:4]=1.[CH2:10](Br)[C:11]#[CH:12].C(OC(C)C)(C)C>[Cl-].[Zn+2].[Cl-].C(Br)C#C.O1CCCC1>[OH:8][CH:7]([C:6]1[O:9][C:3]([CH3:2])=[CH:4][CH:5]=1)[CH2:12][C:11]#[CH:10] |f:4.5.6|. Procedure details: In the same flask as in Example 1, there were charged granular magnesium (14.6 g), dry zinc chloride (6.8 g) and dry tetrahydrofuran (110 g). Propargyl bromide (0.88 g) was added thereto at 10° C. while stirring. The resultant mixture was kept in an adiabatic condition, whereupon the reaction proceeded. When the heat generation stopped, a mixture of 5-methylfurfural (55.06 g), propargyl bromide (64.5 g), tetrahydrofuran (55 g) and isopropyl ether (55 g) was dropwise added to the reaction mixture... Reactants: CC(C)(C)n1nc(CCC=O)cc1-c1ccccc1, COc1ccc(N2CCNCC2)cc1, CCN(C(C)C)C(C)C. The product is COc1ccc(N2CCN(CCCc3cc(-c4ccccc4)n(C(C)(C)C)n3)CC2)cc1. RXN SMILES: [C:1]([CH3:2])([CH3:3])([CH3:4])[n:5]1[n:6][c:7]([CH2:16][CH2:17][CH:18]=[O:19])[cH:8][c:9]1-[c:10]1[cH:11][cH:12][cH:13][cH:14][cH:15]1.[CH3:20][O:21][c:22]1[cH:23][cH:24][c:25]([N:28]2[CH2:29][CH2:30][NH:31][CH2:32][CH2:33]2)[cH:26][cH:27]1.[CH:34]([N:35]([CH2:36][CH3:37])[CH:38]([CH3:39])[CH3:40])([CH3:41])[CH3:42]>>[C:1]([CH3:2])([CH3:3])([CH3:4])[n:5]1[n:6][c:7]([CH2:16][CH2:17][CH2:18][N:31]2[CH2:30][CH2:29][N:28]([c:25]3[cH:24][cH:23][c:22]([O:21][CH3:20])[cH:27][cH:26]3)[CH2:33][CH2:32]2)[cH:8][c:9]1-[c:10]1[cH:11][cH:12][cH:13][cH:14][cH:15]1. Reactants: crude product, NC1=CC(=C(C=C1)N1N=C(N(C1=O)CC1=CC=C(C=C1)C1=C(C=CC=C1)S(NC(=O)OC(C)(C)C)(=O)=O)CCCC)C(F)(F)F (2-[4-amino-2-(trifluoromethyl)phenyl]-4-[[2'-[N-(t-butoxycarbonyl)sulfamoyl]biphenyl-4-yl]methyl]-5-n-butyl-2,4-dihydro-3H-1,2,4-triazol-3-one), C(CC)(=O)Cl (propionyl chloride), [H-].[Na+] (sodium hydride). The solvent is C1CCOC1 (THF). The product is C(C)(C)(C)OC(=O)NS(=O)(=O)C1=C(C=CC=C1)C1=CC=C(C=C1)CN1C(N(N=C1CCCC)C1=C(C=C(C=C1)NC(CC)=O)C(F)(F)F)=O (4-[[2'-[N-(t-Butoxycarbonyl)sulfamoyl]biphenyl-4-yl]methyl]-5-n-butyl-2,4-dihydro-2-[4-(propionylamino)-2-(trifluoromethyl)phenyl]-3H-1,2,4-triazol-3-one). Reaction SMILES: [NH2:1][C:2]1[CH:7]=[CH:6][C:5]([N:8]2[C:12](=[O:13])[N:11]([CH2:14][C:15]3[CH:20]=[CH:19][C:18]([C:21]4[CH:26]=[CH:25][CH:24]=[CH:23][C:22]=4[S:27](=[O:37])(=[O:36])[NH:28][C:29]([O:31][C:32]([CH3:35])([CH3:34])[CH3:33])=[O:30])=[CH:17][CH:16]=3)[C:10]([CH2:38][CH2:39][CH2:40][CH3:41])=[N:9]2)=[C:4]([C:42]([F:45])([F:44])[F:43])[CH:3]=1.[C:46](Cl)(=[O:49])[CH2:47][CH3:48].[H-].[Na+]>C1COCC1>[C:32]([O:31][C:29]([NH:28][S:27]([C:22]1[CH:23]=[CH:24][CH:25]=[CH:26][C:21]=1[C:18]1[CH:17]=[CH:16][C:15]([CH2:14][N:11]2[C:10]([CH2:38][CH2:39][CH2:40][CH3:41])=[N:9][N:8]([C:5]3[CH:6]=[CH:7][C:2]([NH:1][C:46](=[O:49])[CH2:47][CH3:48])=[CH:3][C:4]=3[C:42]([F:43])([F:44])[F:45])[C:12]2=[O:13])=[CH:20][CH:19]=1)(=[O:36])=[O:37])=[O:30])([CH3:34])([CH3:35])[CH3:33] |f:2.3|. Reported procedure: This material is prepared from 2-[4-amino-2-(trifluoromethyl)phenyl]-4-[[2'-[N-(t-butoxycarbonyl)sulfamoyl]biphenyl-4-yl]methyl]-5-n-butyl-2,4-dihydro-3H-1,2,4-triazol-3-one (from Example 22) and propionyl chloride in the presence of sodium hydride in THF. The crude product is flash chromatographed over silica gel to give the title compound. Reported procedure: A mixture of tert-butyl 2-(difluoromethyl)-4-methoxy-1H-benzimidazol-6-yl-carbamate (Example 64) (3.13 g, 10 mmol), 4-(2,6-dichloro-4-pyrimidinyl)morpholine (2.64 g, 11 mmol), and powdered K2CO3 (5 g, 40 mmol) in 30 mL DMF was heated at 100° C. for 8 hrs. The mixture was cooled and diluted with water to give a precipitate which was collected and dried. Chromatography on silica eluting with CH2Cl2/EtOAc (19:1) gave tert-butyl 1-[4-chloro-6-(4-morpholinyl)-2-pyrimidinyl]-2-(difluoromethyl)-4-metho... Reaction conditions: temperature 100 celsius. RXN SMILES: [F:1][CH:2]([F:22])[C:3]1[NH:7][C:6]2[CH:8]=[C:9]([NH:14][C:15](=[O:21])[O:16][C:17]([CH3:20])([CH3:19])[CH3:18])[CH:10]=[C:11]([O:12][CH3:13])[C:5]=2[N:4]=1.Cl[C:24]1[N:29]=[C:28]([N:30]2[CH2:35][CH2:34][O:33][CH2:32][CH2:31]2)[CH:27]=[C:26]([Cl:36])[N:25]=1.C([O-])([O-])=O.[K+].[K+].C(Cl)Cl.CCOC(C)=O>CN(C=O)C.O>[Cl:36][C:26]1[CH:27]=[C:28]([N:30]2[CH2:35][CH2:34][O:33][CH2:32][CH2:31]2)[N:29]=[C:24]([N:7]2[C:6]3[CH:8]=[C:9]([NH:14][C:15](=[O:21])[O:16][C:17]([CH3:19])([CH3:18])[CH3:20])[CH:10]=[C:11]([O:12][CH3:13])[C:5]=3[N:4]=[C:3]2[CH:2]([F:1])[F:22])[N:25]=1 |f:2.3.4,5.6|. The product is ClC1=NC(=NC(=C1)N1CCOCC1)N1C(=NC2=C1C=C(C=C2OC)NC(OC(C)(C)C)=O)C(F)F (tert-butyl 1-[4-chloro-6-(4-morpholinyl)-2-pyrimidinyl]-2-(difluoromethyl)-4-methoxy-1H-benzimidazol-6-ylcarbamate). The reactants are FC(C1=NC2=C(N1)C=C(C=C2OC)NC(OC(C)(C)C)=O)F (tert-butyl 2-(difluoromethyl)-4-methoxy-1H-benzimidazol-6-yl-carbamate), ClC1=NC(=CC(=N1)N1CCOCC1)Cl (4-(2,6-dichloro-4-pyrimidinyl)morpholine), C(=O)([O-])[O-].[K+].[K+] (K2CO3), C(Cl)Cl.CCOC(=O)C (CH2Cl2 EtOAc). Solvent: CN(C)C=O (DMF), O (water). Yield: 48.7%. The reactants are CCC(C)C(CN(C(=O)C1CC1c1ccccn1)c1ccc(-c2ccc(OC(C)C)cc2)cc1)NC(=O)OC(C)(C)C, ClCCl, Cl, C1COCCO1. Product: CCC(C)C(N)CN(C(=O)C1CC1c1ccccn1)c1ccc(-c2ccc(OC(C)C)cc2)cc1. Reaction SMILES: [C:1]([O:2][C:3](=[O:4])[NH:7][CH:8]([CH:9]([CH2:10][CH3:11])[CH3:12])[CH2:13][N:14]([C:15](=[O:16])[CH:17]1[CH:18]([c:20]2[n:21][cH:22][cH:23][cH:24][cH:25]2)[CH2:19]1)[c:26]1[cH:27][cH:28][c:29](-[c:32]2[cH:33][cH:34][c:35]([O:38][CH:39]([CH3:40])[CH3:41])[cH:36][cH:37]2)[cH:30][cH:31]1)([CH3:5])([CH3:6])[CH3:42].[Cl:43][CH2:44][Cl:45].[ClH:46].[O:47]1[CH2:48][CH2:49][O:50][CH2:51][CH2:52]1>>[NH2:7][CH:8]([CH:9]([CH2:10][CH3:11])[CH3:12])[CH2:13][N:14]([C:15](=[O:16])[CH:17]1[CH:18]([c:20]2[n:21][cH:22][cH:23][cH:24][cH:25]2)[CH2:19]1)[c:26]1[cH:27][cH:28][c:29](-[c:32]2[cH:33][cH:34][c:35]([O:38][CH:39]([CH3:40])[CH3:41])[cH:36][cH:37]2)[cH:30][cH:31]1. Starting materials: CC(C)=O, [Cl-], O=[N+]([O-])CC(O)c1ccc(-c2ccccn2)cc1, [NH4+], O. Product: NCC(O)c1ccc(-c2ccccn2)cc1. RXN SMILES: [CH3:19][C:20](=[O:21])[CH3:22].[Cl-:23].[N+:1]([O-:2])(=[O:3])[CH2:4][CH:5]([OH:6])[c:7]1[cH:8][cH:9][c:10](-[c:13]2[n:14][cH:15][cH:16][cH:17][cH:18]2)[cH:11][cH:12]1.[NH4+:24].[OH2:25]>>[NH2:1][CH2:4][CH:5]([OH:6])[c:7]1[cH:8][cH:9][c:10](-[c:13]2[n:14][cH:15][cH:16][cH:17][cH:18]2)[cH:11][cH:12]1.